The task is: describe an organic reaction: reactants, conditions, products, and yield. This data is from the Open Reaction Database (ORD), a public repository of structured organic reaction records. The reactants are NC1=NC(C=2C(=N1)N=CC2CN)=O (2-amino-5-aminomethylpyrrolo[2,3-d]pyrimidin-4-one), [BH4-].[Na+] (sodium borohydride), IC1=CC=C(C=O)C=C1 (p-iodobenzaldehyde), C[O-].[Na+] (sodium methoxide). Run in CO (methanol). Conditions: time 30 minute. Yields the product NC1=NC(C=2C(=N1)N=CC2CNCC2=CC=C(C=C2)I)=O (2-amino-5-(p-iodobenzyl)aminomethylpyrrolo[2,3-d]pyrimidin-4-one). Yield: 61.6%. Reaction SMILES: [NH2:1][C:2]1[N:7]=[C:6]2[N:8]=[CH:9][C:10]([CH2:11][NH2:12])=[C:5]2[C:4](=[O:13])[N:3]=1.[I:14][C:15]1[CH:22]=[CH:21][C:18]([CH:19]=O)=[CH:17][CH:16]=1.C[O-].[Na+].[BH4-].[Na+]>CO>[NH2:1][C:2]1[N:7]=[C:6]2[N:8]=[CH:9][C:10]([CH2:11][NH:12][CH2:19][C:18]3[CH:21]=[CH:22][C:15]([I:14])=[CH:16][CH:17]=3)=[C:5]2[C:4](=[O:13])[N:3]=1 |f:2.3,4.5|. Procedure: In 40 ml of dry methanol were suspended 126 mg of 2-amino-5-aminomethylpyrrolo[2,3-d]pyrimidin-4-one (dihydrochloride) and 116 mg of p-iodobenzaldehyde. After addition of 1 N methanolic sodium methoxide, the mixture was stirred at room temperature for 30 min. To this mixture was added 76 mg of sodium borohydride and the reaction was conducted at room temperature for 15 min. The reaction was then terminated by addition of 500 mg silica gel. The solvent was distilled off under reduced pressure and...